Dataset: the Open Reaction Database (ORD), a public repository of structured organic reaction records. Task: describe an organic reaction: reactants, conditions, products, and yield The reactants are COC(C(=CC(N(C)CC1=CC(=C(C=C1)Cl)Cl)=O)O)=O ((3,4-Dichloro-benzyl-methyl-carbamoyl]-2-hydroxy-acrylic acid methyl ester), COC(C(=CC(N(C)CC1=CC(=C(C=C1)Cl)Cl)=O)O)=O ((3,4-Dichloro-benzyl-methyl-carbamoyl]-2-hydroxy-acrylic acid methyl ester), C=O (paraformaldehyde), COC(CCN)=O (β-alanine methyl ester), ClC=1C=C(CN(C(=O)C=2CN(C(C2O)=O)C)C)C=CC1Cl (4-Hydroxy-1-methyl-5-oxo-2,5-dihydro-1H-pyrrole-3-carboxylic acid (3,4-dichloro-benzyl)-methyl amide). Product: COC(CCN1C(C(=C(C1)C(N(C)CC1=CC(=C(C=C1)Cl)Cl)=O)O)=O)=O (3-{4-[(3,4-Dichloro-benzyl)-methyl-carbamoyl]-3-hydroxy-2-oxo-2,5-dihydro-pyrrol-1-yl}-propionic acid methyl ester). Yield: 17.0%. As a reaction SMILES: COC(=O)C(O)=CC(=O)N(CC1C=CC(Cl)=C(Cl)C=1)C.C=O.[CH3:23][O:24][C:25](=[O:29])[CH2:26][CH2:27][NH2:28].[Cl:30][C:31]1[CH:32]=[C:33]([CH:47]=[CH:48][C:49]=1[Cl:50])[CH2:34][N:35]([CH3:46])[C:36]([C:38]1[CH2:39]N(C)[C:41](=[O:44])[C:42]=1[OH:43])=[O:37]>>[CH3:23][O:24][C:25](=[O:29])[CH2:26][CH2:27][N:28]1[CH2:39][C:38]([C:36](=[O:37])[N:35]([CH2:34][C:33]2[CH:47]=[CH:48][C:49]([Cl:50])=[C:31]([Cl:30])[CH:32]=2)[CH3:46])=[C:42]([OH:43])[C:41]1=[O:44]. Reported procedure: 3-[(3,4-Dichloro-benzyl-methyl-carbamoyl]-2-hydroxy-acrylic acid methyl ester (Compound 12-B) was treated with paraformaldehyde and β-alanine methyl ester as described in the preparation of Compound 12. The resulting residue was purified by chromatography (YMC Combiprep ODS-A, 30 mm×50 mm, MeOH/H2O/0.1% TFA) to yield the title compound as an amber oil (34.3 mg, 17% yield). 1H NMR (300 MHz, CDCl3) δ: 7.41 (m, 2H), 7.09 (m, 1H), 4.59 (s, 2H), 4.27 (s, 2H), 3.77 (m, 2H), 3.67 (s, 3H), 3.03 (s, 3H),... Reactants: ClCCCCBr, O=C([O-])[O-], CO, [K+], [K+], CN(C)C=O, O=C1Nc2ccccc2C1=CNc1ccc(O)cc1. The product is O=C1Nc2ccccc2C1=CNc1ccc(OCCCCCl)cc1. As a reaction SMILES: [Br:26][CH2:27][CH2:28][CH2:29][CH2:30][Cl:31].[C:20](=[O:21])([O-:22])[O-:23].[CH3:32][OH:33].[K+:24].[K+:25].[O:34]=[CH:35][N:36]([CH3:37])[CH3:38].[OH:1][c:2]1[cH:3][cH:4][c:5]([NH:8][CH:9]=[C:10]2[C:11](=[O:19])[NH:12][c:13]3[cH:14][cH:15][cH:16][cH:17][c:18]32)[cH:6][cH:7]1>>[O:1]([c:2]1[cH:3][cH:4][c:5]([NH:8][CH:9]=[C:10]2[C:11](=[O:19])[NH:12][c:13]3[cH:14][cH:15][cH:16][cH:17][c:18]32)[cH:6][cH:7]1)[CH2:27][CH2:28][CH2:29][CH2:30][Cl:31]. Procedure details: Prepared according to the procedure described in Example 33, Step 4, using [5-(4-bromo-phenyl)-3-methyl-isoxazol-4-yl]-hydroxy-acetic acid and benzyl amine. Starting materials: BrC1=CC=C(C=C1)C1=C(C(=NO1)C)C(C(=O)O)O ([5-(4-bromo-phenyl)-3-methyl-isoxazol-4-yl]-hydroxy-acetic acid), C(C1=CC=CC=C1)N (benzyl amine). Yields the product C(C1=CC=CC=C1)NC(C(O)C=1C(=NOC1C1=CC=C(C=C1)Br)C)=O (N-Benzyl-2-[5-(4-bromo-phenyl)-3-methyl-isoxazol-4-yl]-2-hydroxy-acetamide). As a reaction SMILES: [Br:1][C:2]1[CH:7]=[CH:6][C:5]([C:8]2[O:12][N:11]=[C:10]([CH3:13])[C:9]=2[CH:14]([OH:18])[C:15]([OH:17])=O)=[CH:4][CH:3]=1.[CH2:19]([NH2:26])[C:20]1[CH:25]=[CH:24][CH:23]=[CH:22][CH:21]=1>>[CH2:19]([NH:26][C:15](=[O:17])[CH:14]([C:9]1[C:10]([CH3:13])=[N:11][O:12][C:8]=1[C:5]1[CH:4]=[CH:3][C:2]([Br:1])=[CH:7][CH:6]=1)[OH:18])[C:20]1[CH:25]=[CH:24][CH:23]=[CH:22][CH:21]=1. Reactants: BrC1C(N([C@@H]1CC=C)C(C(=O)OC)=C(C)C)=O (Methyl 2-[(4R)-3-bromo-4-allyl-2-oxoazetidin-1-yl]-3-methyl-2-butenoate), C(C)(=O)O (acetic acid). Reagents/catalysts: [Zn] (zinc). The solvent is C(Cl)Cl (methylene chloride), C(C)(=O)OCC (ethyl acetate). Conditions: temperature 5 celsius, time 30 minute. The product is C(C=C)[C@@H]1CC(N1C(C(=O)OC)=C(C)C)=O (methyl 2-[(4R)-4-allyl-2-oxoazetidin-1-yl]-3-methyl-2-butenoate). Yield: 28.0%. RXN SMILES: Br[CH:2]1[C@@H:5]([CH2:6][CH:7]=[CH2:8])[N:4]([C:9](=[C:14]([CH3:16])[CH3:15])[C:10]([O:12][CH3:13])=[O:11])[C:3]1=[O:17].C(O)(=O)C>C(Cl)Cl.C(OCC)(=O)C.[Zn]>[CH2:6]([C@H:5]1[N:4]([C:9](=[C:14]([CH3:16])[CH3:15])[C:10]([O:12][CH3:13])=[O:11])[C:3](=[O:17])[CH2:2]1)[CH:7]=[CH2:8]. Procedure: Methyl 2-[(4R)-3-bromo-4-allyl-2-oxoazetidin-1-yl]-3-methyl-2-butenoate (840 mg) was dissolved in methylene chloride (6 ml) and cooled to 5° C. To this cooled solution were added acetic acid (0.5 ml) and zinc powder (0.60 g), and the mixture was allowed to warm to room temperature. After stirring for 30 minutes, the reaction mixture was diluted with ethyl acetate (6 ml) and filtered through a pad of Celite. The filtrate was further diluted with ethyl acetate (50 ml) and washed successively with ...